Dataset: the Open Reaction Database (ORD), a public repository of structured organic reaction records. Task: describe an organic reaction: reactants, conditions, products, and yield Reactants: FC(C=1NC(C2=C(CCN(CC2)C(=O)OC(C)(C)C)N1)=O)(C1=CC=CC=C1)F (tert-butyl 2-[difluoro(phenyl)methyl]-4-oxo-3,4,5,6,8,9-hexahydro-7H-pyrimido[4,5-d]azepine-7-carboxylate), F[B-](F)(F)F.C[O+](C)C (trimethyloxonium tetrafluoroborate). Conditions: time 8 hour. The product is FC(C=1N=C(C2=C(CCNCC2)N1)OC)(C1=CC=CC=C1)F (2-(Difluoro-phenyl-methyl)-4-methoxy-6,7,8,9-tetrahydro-5H-pyrimido[4,5-d]azepine). As a reaction SMILES: [F:1][C:2]([F:28])([C:22]1[CH:27]=[CH:26][CH:25]=[CH:24][CH:23]=1)[C:3]1[NH:4][C:5](=[O:21])[C:6]2[CH2:12][CH2:11][N:10](C(OC(C)(C)C)=O)[CH2:9][CH2:8][C:7]=2[N:20]=1.F[B-](F)(F)F.[CH3:34][O+](C)C>>[F:1][C:2]([F:28])([C:22]1[CH:27]=[CH:26][CH:25]=[CH:24][CH:23]=1)[C:3]1[N:4]=[C:5]([O:21][CH3:34])[C:6]2[CH2:12][CH2:11][NH:10][CH2:9][CH2:8][C:7]=2[N:20]=1 |f:1.2|. Procedure: To a solution of tert-butyl 2-[difluoro(phenyl)methyl]-4-oxo-3,4,5,6,8,9-hexahydro-7H-pyrimido[4,5-d]azepine-7-carboxylate of Preparation 8, Step A (535 mg, 1.37 mmol) was added trimethyloxonium tetrafluoroborate (3 eq, 606 mgs 4.10 mmol) and the reaction mixture was stirred overnight at room temperature, after which time an orange solid had precipitated. The reaction mixture was quenched with saturated NaHCO3 (aq) and stirred rapidly until a complete solution was attained. The organic layer was... Conditions: temperature 0 celsius. Run in CCOCC (ether), CCOCC (ether). The reactants are OC(C)C#CC1=CC=C(C=C1)Cl (2-Hydroxy-4-(p-chlorophenyl)-3-butyne), N1=CC=CC=C1 (pyridine), P(Br)(Br)Br (Phosphorous tribromide). RXN SMILES: O[CH:2]([C:4]#[C:5][C:6]1[CH:11]=[CH:10][C:9]([Cl:12])=[CH:8][CH:7]=1)[CH3:3].N1C=CC=CC=1.P(Br)(Br)[Br:20]>CCOCC>[Br:20][CH:2]([C:4]#[C:5][C:6]1[CH:11]=[CH:10][C:9]([Cl:12])=[CH:8][CH:7]=1)[CH3:3]. Isolated yield 70.0%. Procedure details: The product prepared in step (d) above (0.05 mol) and dry pyridine (1 ml) are dissolved in dry ether (20 ml) and cooled to 0° C. Phosphorous tribromide (0.025 mol) in 20 ml dry ether is added dropwise with stirring. The reaction mixture is then refluxed for 3 hours. After cooling the mixture to 0°, the excess PBr3 is destroyed by adding crushed ice. The ether layer is washed and dried. The ether is removed and the title product is obtained by distillation. Yields the product BrC(C)C#CC1=CC=C(C=C1)Cl (2-Bromo-4-(p-chlorophenyl)-3-butyne). Starting materials: [BH4-].[Na+] (sodium borohydride), O (water), C(C)(C)(C)OC(=O)N1CCC(CC1)=O (1-tert-butoxycarbonyl-piperidin-4-one), solution, CN (methylamine). Reagents/catalysts: CC([O-])C.[Ti+4].CC([O-])C.CC([O-])C.CC([O-])C (titanium isopropoxide). The solvent is C(C)O (ethanol). Conditions: time 5 hour. The product is CNC1CCN(CC1)C(=O)OC(C)(C)C (4-methylamino-1-tert-butoxycarbonyl-piperidine). The yield is 55.0%. RXN SMILES: [C:1]([O:5][C:6]([N:8]1[CH2:13][CH2:12][C:11](=O)[CH2:10][CH2:9]1)=[O:7])([CH3:4])([CH3:3])[CH3:2].[CH3:15][NH2:16].[BH4-].[Na+].O>C(O)C.CC(C)[O-].[Ti+4].CC(C)[O-].CC(C)[O-].CC(C)[O-]>[CH3:15][NH:16][CH:11]1[CH2:12][CH2:13][N:8]([C:6]([O:5][C:1]([CH3:4])([CH3:3])[CH3:2])=[O:7])[CH2:9][CH2:10]1 |f:2.3,6.7.8.9.10|. Procedure details: 3.8 mL (13 mmol) of titanium isopropoxide and 2 g (10 mmol) of 1-tert-butoxycarbonyl-piperidin-4-one are added to 3.7 mL (30 mmol) of a 33% solution of methylamine in ethanol. The solution is stirred for 5 hours at room temperature then 378 mg (10 mmol) of sodium borohydride is added. Stirring is continued for a further 2 hours then 2 mL of water is added. The reaction mixture is filtered then the solvents are evaporated to give 1.18 g (55%) of 4-methylamino-1-tert-butoxycarbonyl-piperidine in t... The reactants are C1CCOC1, FC(F)(F)c1cc(N=C=S)ccc1Cl, Nc1ccc(Oc2ccnc3[nH]c(=O)[nH]c23)cc1. Product: O=c1[nH]c2nccc(Oc3ccc(NC(=S)Nc4ccc(Cl)c(C(F)(F)F)c4)cc3)c2[nH]1. RXN SMILES: [CH2:33]1[O:34][CH2:35][CH2:36][CH2:37]1.[Cl:1][c:2]1[c:3]([C:11]([F:12])([F:13])[F:14])[cH:4][c:5]([N:8]=[C:9]=[S:10])[cH:6][cH:7]1.[NH2:15][c:16]1[cH:17][cH:18][c:19]([O:20][c:21]2[c:22]3[c:23]([n:24][cH:25][cH:26]2)[nH:27][c:28](=[O:30])[nH:29]3)[cH:31][cH:32]1>>[Cl:1][c:2]1[c:3]([C:11]([F:12])([F:13])[F:14])[cH:4][c:5]([NH:8][C:9](=[S:10])[NH:15][c:16]2[cH:17][cH:18][c:19]([O:20][c:21]3[c:22]4[c:23]([n:24][cH:25][cH:26]3)[nH:27][c:28](=[O:30])[nH:29]4)[cH:31][cH:32]2)[cH:6][cH:7]1. Reactants: N1=CC=CC=C1 (pyridine), OC1(NC(=C(C(C1C(=O)OCC)C1=CC(=CC=C1)[N+](=O)[O-])C(=O)OCC)C)C1=CC=C(C=C1)[N+](=O)[O-] (diethyl 1,2,3,4-tetrahydro-2-hydroxy-6-methyl-4-(3-nitrophenyl)-2-(4-nitrophenyl)-3,5-pyridinedicarboxylate), FC(C(=O)OC(C(F)(F)F)=O)(F)F (Trifluoroacetic anhydride). Run in C(Cl)Cl (methylene chloride). Conditions: time 2.5 hour. Product: CC=1NC(=C(C(C1C(=O)OCC)C1=CC(=CC=C1)[N+](=O)[O-])C(=O)OCC)C1=CC=C(C=C1)[N+](=O)[O-] (Diethyl 1,4-dihydro-2-methyl-4-(3-nitrophenyl)-6-(4-nitrophenyl)-3,5-pyridinedicarboxylate). Isolated yield 79.4%. As a reaction SMILES: FC(F)(F)C(OC(=O)C(F)(F)F)=O.N1C=CC=CC=1.O[C:21]1([C:47]2[CH:52]=[CH:51][C:50]([N+:53]([O-:55])=[O:54])=[CH:49][CH:48]=2)[CH:26]([C:27]([O:29][CH2:30][CH3:31])=[O:28])[CH:25]([C:32]2[CH:37]=[CH:36][CH:35]=[C:34]([N+:38]([O-:40])=[O:39])[CH:33]=2)[C:24]([C:41]([O:43][CH2:44][CH3:45])=[O:42])=[C:23]([CH3:46])[NH:22]1>C(Cl)Cl>[CH3:46][C:23]1[NH:22][C:21]([C:47]2[CH:52]=[CH:51][C:50]([N+:53]([O-:55])=[O:54])=[CH:49][CH:48]=2)=[C:26]([C:27]([O:29][CH2:30][CH3:31])=[O:28])[CH:25]([C:32]2[CH:37]=[CH:36][CH:35]=[C:34]([N+:38]([O-:40])=[O:39])[CH:33]=2)[C:24]=1[C:41]([O:43][CH2:44][CH3:45])=[O:42]. Reported procedure: Trifluoroacetic anhydride (0.65 ml, 4.63 mmoles) was added with stirring to pyridine (0.75 ml, 9.26 mmoles) and diethyl 1,2,3,4-tetrahydro-2-hydroxy-6-methyl-4-(3-nitrophenyl)-2-(4-nitrophenyl)-3,5-pyridinedicarboxylate (2.31 g, 4.63 mmoles) in methylene chloride (60 ml). After stirring for 2.5 hours, the solution was washed with water, dilute hydrochloric acid (x3), water, saturated sodium bicarbonate solution, water and dried (Na2SO4). The solvent was removed in vacuo and the residue recrystal... The product is COc1ccc(Oc2cccc3ncnc(NC(=O)Nc4cccc(OC)c4)c23)cc1. The reactants are COc1cccc(N=C=O)c1, ClCCl, COc1ccc(Oc2cccc3ncnc(N)c23)cc1. RXN SMILES: [CH3:21][O:22][c:23]1[cH:24][c:25]([N:29]=[C:30]=[O:31])[cH:26][cH:27][cH:28]1.[Cl:32][CH2:33][Cl:34].[NH2:1][c:2]1[n:3][cH:4][n:5][c:6]2[cH:7][cH:8][cH:9][c:10]([O:12][c:13]3[cH:14][cH:15][c:16]([O:19][CH3:20])[cH:17][cH:18]3)[c:11]12>>[NH:1]([c:2]1[n:3][cH:4][n:5][c:6]2[cH:7][cH:8][cH:9][c:10]([O:12][c:13]3[cH:14][cH:15][c:16]([O:19][CH3:20])[cH:17][cH:18]3)[c:11]12)[C:30]([NH:29][c:25]1[cH:24][c:23]([O:22][CH3:21])[cH:28][cH:27][cH:26]1)=[O:31]. Starting materials: CC(C)CC(c1ccc(S(C)(=O)=O)cc1)c1cc2cc(C(=O)O)cnc2[nH]1, CN, CN1CCOCC1, CCN=C=NCCCN(C)C, CN(C)C=O, CCOC(C)=O, ClCCl, Cl, Cl, O, On1nnc2ccccc21. The product is CNC(=O)c1cnc2[nH]c(C(CC(C)C)c3ccc(S(C)(=O)=O)cc3)cc2c1. Reaction SMILES: [CH3:1][S:2](=[O:3])(=[O:4])[c:5]1[cH:6][cH:7][c:8]([CH:11]([CH2:12][CH:13]([CH3:14])[CH3:15])[c:16]2[cH:17][c:18]3[c:19]([n:20][cH:21][c:22]([C:24](=[O:25])[OH:26])[cH:23]3)[nH:27]2)[cH:9][cH:10]1.[CH3:29][NH2:30].[CH3:31][N:32]1[CH2:33][CH2:34][O:35][CH2:36][CH2:37]1.[CH3:50][N:51]([CH3:52])[CH2:53][CH2:54][CH2:55][N:56]=[C:57]=[N:58][CH2:59][CH3:60].[CH3:64][N:65]([CH3:66])[CH:67]=[O:68].[CH3:69][CH2:70][O:71][C:72](=[O:73])[CH3:74].[Cl:61][CH2:62][Cl:63].[ClH:28].[ClH:49].[OH2:38].[OH:39][n:40]1[c:41]2[cH:42][cH:43][cH:44][cH:45][c:46]2[n:47][n:48]1>>[CH3:1][S:2](=[O:3])(=[O:4])[c:5]1[cH:6][cH:7][c:8]([CH:11]([CH2:12][CH:13]([CH3:14])[CH3:15])[c:16]2[cH:17][c:18]3[c:19]([n:20][cH:21][c:22]([C:24](=[O:25])[NH:32][CH3:31])[cH:23]3)[nH:27]2)[cH:9][cH:10]1. The reactants are C1(=CC=CC=C1)CCCC(CCCC1=CC=CC=C1)NC(=O)C1N(CCCC1)C(=O)C1N(CCCC1)C(=O)OC(C)(C)C (1-[1-(tert-butoxycarbonyl)piperidine-2-carbonyl]-piperidine-2-carboxylic acid [4-phenyl-1-(3-phenyl-propyl)-butyl]-amide), FC(C(=O)O)(F)F (Trifluoroacetic acid). The solvent is C(Cl)Cl (methylene chloride). Conditions: time 4 hour. Product: C1(=CC=CC=C1)CCCC(CCCC1=CC=CC=C1)NC(=O)C1N(CCCC1)C(=O)C1NCCCC1 (1-(piperidine-2-carbonyl)-piperidine-2-carboxylic acid [4-phenyl-1-(3-phenyl-propyl)-butyl]-amide). RXN SMILES: [C:1]1([CH2:7][CH2:8][CH2:9][CH:10]([NH:20][C:21]([CH:23]2[CH2:28][CH2:27][CH2:26][CH2:25][N:24]2[C:29]([CH:31]2[CH2:36][CH2:35][CH2:34][CH2:33][N:32]2C(OC(C)(C)C)=O)=[O:30])=[O:22])[CH2:11][CH2:12][CH2:13][C:14]2[CH:19]=[CH:18][CH:17]=[CH:16][CH:15]=2)[CH:6]=[CH:5][CH:4]=[CH:3][CH:2]=1.FC(F)(F)C(O)=O>C(Cl)Cl>[C:1]1([CH2:7][CH2:8][CH2:9][CH:10]([NH:20][C:21]([CH:23]2[CH2:28][CH2:27][CH2:26][CH2:25][N:24]2[C:29]([CH:31]2[CH2:36][CH2:35][CH2:34][CH2:33][NH:32]2)=[O:30])=[O:22])[CH2:11][CH2:12][CH2:13][C:14]2[CH:15]=[CH:16][CH:17]=[CH:18][CH:19]=2)[CH:2]=[CH:3][CH:4]=[CH:5][CH:6]=1. Reported procedure: 1-[1-(tert-Butoxycarbonyl)piperidine-2-carbonyl]-piperidine-2-carboxylic acid [4-phenyl-1-(3-phenyl-propyl)-butyl]-amide (32) (1.05 g; 1.78 mmol) is dissolved in methylene chloride (40 mL) at ambient temperature. Trifluoroacetic acid (20 mL) is added in a slow stream, and the solution is stirred for 4 hours at ambient temperature. The solution is concentrated in vacuo at 40° C. The residue is dissolved in methylene chloride (200 mL) and poured onto saturated sodium bicarbonate solution. The pH i... Run at time 30 hour. Reported procedure: To a solution of (R)-quinuclidin-3-yl 2-phenyl-2-(piperidin-1-yl)acetate (100 mg, 0.30 mmol) in EtOAc (2 ml) and acetonitrile (1 ml), was added 4-(chloromethyl)-2-phenyloxazole (70.7 mg, 0.36 mmol). The reaction was stirred at room temperature for 30 hours and then the solvents were evaporated. Purification by flash chromatography (DCM/MeOH=9/1) followed by trituration with Et2O afforded (3R)-3-(2-phenyl-2-(piperidin-1-yl)acetoxy)-1-((2-phenyloxazol-4-yl)methyl)-1-azoniabicyclo[2.2.2]octane chlo... The yield is 35.1%. Solvent: CCOC(=O)C (EtOAc), C(C)#N (acetonitrile). Reactants: C1(=CC=CC=C1)C(C(=O)O[C@H]1CN2CCC1CC2)N2CCCCC2 ((R)-quinuclidin-3-yl 2-phenyl-2-(piperidin-1-yl)acetate), ClCC=1N=C(OC1)C1=CC=CC=C1 (4-(chloromethyl)-2-phenyloxazole). Reaction SMILES: [C:1]1([CH:7]([N:19]2[CH2:24][CH2:23][CH2:22][CH2:21][CH2:20]2)[C:8]([O:10][C@@H:11]2[CH:16]3[CH2:17][CH2:18][N:13]([CH2:14][CH2:15]3)[CH2:12]2)=[O:9])[CH:6]=[CH:5][CH:4]=[CH:3][CH:2]=1.[Cl:25][CH2:26][C:27]1[N:28]=[C:29]([C:32]2[CH:37]=[CH:36][CH:35]=[CH:34][CH:33]=2)[O:30][CH:31]=1>CCOC(C)=O.C(#N)C>[Cl-:25].[C:1]1([CH:7]([N:19]2[CH2:24][CH2:23][CH2:22][CH2:21][CH2:20]2)[C:8]([O:10][C@@H:11]2[CH:16]3[CH2:17][CH2:18][N+:13]([CH2:26][C:27]4[N:28]=[C:29]([C:32]5[CH:33]=[CH:34][CH:35]=[CH:36][CH:37]=5)[O:30][CH:31]=4)([CH2:14][CH2:15]3)[CH2:12]2)=[O:9])[CH:6]=[CH:5][CH:4]=[CH:3][CH:2]=1 |f:4.5|. Yields the product [Cl-].C1(=CC=CC=C1)C(C(=O)O[C@H]1C[N+]2(CCC1CC2)CC=2N=C(OC2)C2=CC=CC=C2)N2CCCCC2 ((3R)-3-(2-phenyl-2-(piperidin-1-yl)acetoxy)-1-((2-phenyloxazol-4-yl)methyl)-1-azoniabicyclo[2.2.2]octane chloride).